The task is: describe an organic reaction: reactants, conditions, products, and yield. This data is from the Open Reaction Database (ORD), a public repository of structured organic reaction records. The reactants are O.C(C)(=O)OCC (water ethyl acetate), ClC=1C=CC=C2C(=CNC12)S(=O)(=O)C (7-Chloro-3-methanesulfonyl-1H-indole), BrCC#N (Bromoacetonitrile), [H-].[Na+] (Sodium hydride). Run in CN1C(CCC1)=O (N-methylpyrrolidinone). Run at temperature 0 celsius, time 1 hour. Yields the product ClC=1C=CC=C2C(=CN(C12)CC#N)S(=O)(=O)C ((7-Chloro-3-methanesulfonyl-indol-1-yl)-acetonitrile). RXN SMILES: [Cl:1][C:2]1[CH:3]=[CH:4][CH:5]=[C:6]2[C:10]=1[NH:9][CH:8]=[C:7]2[S:11]([CH3:14])(=[O:13])=[O:12].[H-].[Na+].Br[CH2:18][C:19]#[N:20].O.C(OCC)(=O)C>CN1CCCC1=O>[Cl:1][C:2]1[CH:3]=[CH:4][CH:5]=[C:6]2[C:10]=1[N:9]([CH2:18][C:19]#[N:20])[CH:8]=[C:7]2[S:11]([CH3:14])(=[O:13])=[O:12] |f:1.2,4.5|. Procedure: The 7-chloro-3-methanesulfonyl-1H-indole (2.21 g, 0.00962 mole) of Step 6 was dissolved in 20 ml dry N-methylpyrrolidinone and cooled to 0° C. under a nitrogen atmosphere. Sodium hydride (60% in oil, 0.46 g, 0.0115 mole) was added in portions with stirring and the reaction mixture was allowed to stir until bubbling ceased. Bromoacetonitrile (1.27 g, 0.0106 mole) was added all at once and the resulting solution was stirred and allowed to reach room temperature. After 1 h, the reaction mixture was... The reactants are FC(C(=O)O)(F)F (Trifluoroacetic acid), C(C)(C)(C)OC(=O)N1CCC(CC1)OC=1C=C2C=C(NC2=CC1)C(=O)N1CCC(CC1)(F)F (4-[2-(4,4-Difluoro-piperidine-1-carbonyl)-1H-indol-5-yloxy]-piperidine-1-carboxylic acid tert-butyl ester). Run in ClCCl (dichloromethane). Conditions: time 1 hour. The product is FC1(CCN(CC1)C(=O)C=1NC2=CC=C(C=C2C1)OC1CCNCC1)F ((4,4-Difluoro-piperidin-1-yl)-[5-(piperidin-4-yloxy)-1H-indol-2-yl]-methanone). Reaction SMILES: FC(F)(F)C(O)=O.C(OC([N:15]1[CH2:20][CH2:19][CH:18]([O:21][C:22]2[CH:23]=[C:24]3[C:28](=[CH:29][CH:30]=2)[NH:27][C:26]([C:31]([N:33]2[CH2:38][CH2:37][C:36]([F:40])([F:39])[CH2:35][CH2:34]2)=[O:32])=[CH:25]3)[CH2:17][CH2:16]1)=O)(C)(C)C>ClCCl>[F:40][C:36]1([F:39])[CH2:37][CH2:38][N:33]([C:31]([C:26]2[NH:27][C:28]3[C:24]([CH:25]=2)=[CH:23][C:22]([O:21][CH:18]2[CH2:19][CH2:20][NH:15][CH2:16][CH2:17]2)=[CH:30][CH:29]=3)=[O:32])[CH2:34][CH2:35]1. Procedure: Trifluoroacetic acid (4.13 mL, 10.0 eq.) was added to a cold (0° C.) solution of 4-[2-(4,4-difluoro-piperidine-1-carbonyl)-1H-indol-5-yloxy]-piperidine-1-carboxylic acid tert-butyl ester (example 43, step 5, 2.5 g, 1.0 eq.) in dichloromethane (20 mL). The mixture was stirred for 1 h at room temperature, evaporated to dryness and purified on silica gel, eluting with dichloromethane/methanol/ammonium hydroxide 95:5:0.25, to yield 1.7 g (86%) from the desired product as white solid. MS (m/e): 364.4... Starting materials: C(C)(=O)C1=C(C(=C(OCC2=CC=C(C=C2)C(C=2C=C(C#N)C=CC2)O)C=C1)C(F)(F)F)O (3-{[4-(4-acetyl-3-hydroxy-2-trifluoromethyl-phenoxymethyl)-phenyl]-hydroxy-methyl}-benzonitrile), [SiH](CC)(CC)CC (Et3SiH). Run in C(Cl)Cl (CH2Cl2). Run at time 2 hour. The product is C(C)(=O)C1=C(C(=C(OCC2=CC=C(CC=3C=C(C#N)C=CC3)C=C2)C=C1)C(F)(F)F)O (3-[4-(4-acetyl-3-hydroxy-2-trifluoromethyl-phenoxymethyl)-benzyl]-benzonitrile). Isolated yield 52.9%. Reaction SMILES: [C:1]([C:4]1[CH:27]=[CH:26][C:7]([O:8][CH2:9][C:10]2[CH:15]=[CH:14][C:13]([CH:16](O)[C:17]3[CH:18]=[C:19]([CH:22]=[CH:23][CH:24]=3)[C:20]#[N:21])=[CH:12][CH:11]=2)=[C:6]([C:28]([F:31])([F:30])[F:29])[C:5]=1[OH:32])(=[O:3])[CH3:2].[SiH](CC)(CC)CC>C(Cl)Cl>[C:1]([C:4]1[CH:27]=[CH:26][C:7]([O:8][CH2:9][C:10]2[CH:15]=[CH:14][C:13]([CH2:16][C:17]3[CH:18]=[C:19]([CH:22]=[CH:23][CH:24]=3)[C:20]#[N:21])=[CH:12][CH:11]=2)=[C:6]([C:28]([F:30])([F:31])[F:29])[C:5]=1[OH:32])(=[O:3])[CH3:2]. Procedure: To 3-{[4-(4-acetyl-3-hydroxy-2-trifluoromethyl-phenoxymethyl)-phenyl]-hydroxy-methyl}-benzonitrile (211 mg, 0.48 mmol) in anhydrous CH2Cl2 (5 mL) at room temperature under Ar is added Et3SiH (0.61 mL, 3.8 mmol) and BF3 ether complex (0.12 mL, 0.96 mmol). The reaction mixture is stirred at room temperature for 2 h and quenched into saturated aqueous NH4Cl (20 mL). The aqueous mixture is extracted with CH2Cl2 (3×25 mL). The organic layers are combined, washed with brine, dried over sodium sulfates... Reactants: [Cl-].[NH4+] (ammonium chloride), C(C)[Mg]Br (ethyl magnesium bromide), BrCC (1-bromoethane), [Mg] (magnesium), 25.7, O=C1N(C2(C(O1)=O)CCN(CC2)C(=O)OCC)C2=CC=CC=C2 (ethyl 2,4-dioxo-1-phenyl-3-oxa-1,8-diazaspiro[4,5]decane-8-carboxylate). Run in O1CCCC1 (tetrahydrofuran), O1CCCC1 (tetrahydrofuran). Run at time 1 hour. The product is O=C(CC)C1(CCN(CC1)C(=O)OCC)NC1=CC=CC=C1 (ethyl 4-(1-oxopropyl)-4-(phenylamino)-1-piperidinecarboxylate). As a reaction SMILES: [CH2:1]([Mg]Br)[CH3:2].BrCC.[Mg].O=C1[O:14][C:13](=O)[C:12]2([CH2:20][CH2:19][N:18]([C:21]([O:23][CH2:24][CH3:25])=[O:22])[CH2:17][CH2:16]2)[N:11]1[C:26]1[CH:31]=[CH:30][CH:29]=[CH:28][CH:27]=1.[Cl-].[NH4+]>O1CCCC1>[O:14]=[C:13]([C:12]1([NH:11][C:26]2[CH:31]=[CH:30][CH:29]=[CH:28][CH:27]=2)[CH2:20][CH2:19][N:18]([C:21]([O:23][CH2:24][CH3:25])=[O:22])[CH2:17][CH2:16]1)[CH2:1][CH3:2] |f:4.5|. Reported procedure: A Grignard-complex, ethyl magnesium bromide, is prepared in the conventional manner, starting from 10.57 parts of 1-bromoethane and 2.14 parts of magnesium in 27 parts of dry tetrahydrofuran. This complex is added dropwise to a warm suspension of 25.7 parts of ethyl 2,4-dioxo-1-phenyl-3-oxa-1,8-diazaspiro[4,5]decane-8-carboxylate in 213 parts of dry tetrahydrofuran: exothermic reaction. Upon completion, stirring is continued for 1 hour at room temperature. After cooling, the reaction mixture is ... The reactants are C (carbon black), NC=CC1=CC=CC=C1 (aminostyrene), N(=O)[O-].[Na+] (sodium nitrite). Run in O (water). Product: diazonium salt, NC1=CC=C(C=C)C=C1 (4-aminostyrene). RXN SMILES: C.N[CH:3]=[CH:4][C:5]1[CH:10]=[CH:9][CH:8]=[CH:7][CH:6]=1.[N:11]([O-])=O.[Na+]>O>[NH2:11][C:8]1[CH:9]=[CH:10][C:5]([CH:4]=[CH2:3])=[CH:6][CH:7]=1 |f:2.3|. Procedure: 11.4 g of sodium nitrite, 28.0 g of sulfanilic acid and 1200 g of 0° C. water were fed into a reactor to form diazonium sulfanilate, to which was added 200 g of a carbon black pigment, Raven C. When the generation of nitrogen ceased, the reaction mixture was concentrated, and further reacted at an elevated temperature. The resulting mixture was extracted with ethanol for 12 hours in a Soxhlet's extractor to remove unreacted compounds and side products, and this was again dissolved in water and f... Starting materials: ClC=1C=C2C(=NNC2=CC1)I (5-chloro-3-iodo-indazole), Cl.ClCCN1CCCC1 (1-(2-chloroethyl)pyrrolidine hydrochloride), 50A. Product: ClC=1C=C2C(=NN(C2=CC1)CCN1CCCC1)I (5-chloro-3-iodo-1-[2-(pyrrolidin-1-yl)ethyl]-1H-indazole). Yield: 60.0%. RXN SMILES: [Cl:1][C:2]1[CH:3]=[C:4]2[C:8](=[CH:9][CH:10]=1)[NH:7][N:6]=[C:5]2[I:11].Cl.Cl[CH2:14][CH2:15][N:16]1[CH2:20][CH2:19][CH2:18][CH2:17]1>>[Cl:1][C:2]1[CH:3]=[C:4]2[C:8](=[CH:9][CH:10]=1)[N:7]([CH2:14][CH2:15][N:16]1[CH2:20][CH2:19][CH2:18][CH2:17]1)[N:6]=[C:5]2[I:11] |f:1.2|. Reported procedure: The title compound was prepared from 5-chloro-3-iodo-indazole and 1-(2-chloroethyl)pyrrolidine hydrochloride in 60% yield according to the procedure for Preparation 50A. 1H NMR (400 MHz, CDCl3): δ 1.75-1.80 (4H, m), 2.54-2.59 (4H, m), 2.99 (2H, t, J=7.3 Hz), 4.52 (2H, t, J=7.1 Hz), 7.35-7.39 (2H, m), 7.45 (1H, s). [M+H] Calc'd for C13H15ClN3, 376; Found, 376. Starting materials: CI, C=CCn1c(=O)cc(O)c2ccc(F)cc21, [H-], [Na+], CN(C)C=O. The product is C=CCn1c(=O)cc(OC)c2ccc(F)cc21. Reaction SMILES: [CH3:19][I:20].[F:1][c:2]1[cH:3][cH:4][c:5]2[c:6]([OH:16])[cH:7][c:8](=[O:15])[n:9]([CH2:12][CH:13]=[CH2:14])[c:10]2[cH:11]1.[H-:17].[Na+:18].[O:21]=[CH:22][N:23]([CH3:24])[CH3:25]>>[F:1][c:2]1[cH:3][cH:4][c:5]2[c:6]([O:16][CH3:19])[cH:7][c:8](=[O:15])[n:9]([CH2:12][CH:13]=[CH2:14])[c:10]2[cH:11]1. Starting materials: CC=1C=C(SC1)CN ((4-methylthiophen-2-yl)methanamine), C(C1=CC=CC=C1)OC1=CC(N(C=C1)C=1SC(=C(N1)C)C(=O)O)=O (2-(4-(benzyloxy)-2-oxopyridin-1(2H)-yl)-4-methylthiazole-5-carboxylic acid). The product is C(C1=CC=CC=C1)OC1=CC(N(C=C1)C=1SC(=C(N1)C)C(=O)NCC=1SC=C(C1)C)=O (2-(4-(Benzyloxy)-2-oxopyridin-1(2H)-yl)-4-methyl-N-((4-methylthiophen-2-yl)methyl)thiazole-5-carboxamide). Yield: 46.0%. RXN SMILES: [CH3:1][C:2]1[CH:3]=[C:4]([CH2:7][NH2:8])[S:5][CH:6]=1.[CH2:9]([O:16][C:17]1[CH:22]=[CH:21][N:20]([C:23]2[S:24][C:25]([C:29](O)=[O:30])=[C:26]([CH3:28])[N:27]=2)[C:19](=[O:32])[CH:18]=1)[C:10]1[CH:15]=[CH:14][CH:13]=[CH:12][CH:11]=1>>[CH2:9]([O:16][C:17]1[CH:22]=[CH:21][N:20]([C:23]2[S:24][C:25]([C:29]([NH:8][CH2:7][C:4]3[S:5][CH:6]=[C:2]([CH3:1])[CH:3]=3)=[O:30])=[C:26]([CH3:28])[N:27]=2)[C:19](=[O:32])[CH:18]=1)[C:10]1[CH:15]=[CH:14][CH:13]=[CH:12][CH:11]=1. Reported procedure: Following the procedure as described in Example 22, making variation only as required to use (4-methylthiophen-2-yl)methanamine in place of benzo[b]thiophen-2-ylmethanamine to react with 2-(4-(benzyloxy)-2-oxopyridin-1(2H)-yl)-4-methylthiazole-5-carboxylic acid, the title compound was obtained as a colorless solid in 46% yield: 1H NMR (300 MHz, DMSO-d6) δ 8.83 (t, J=5.8 Hz, 1H), 8.60 (d, J=8.1 Hz, 1H), 7.50-7.31 (m, 5H), 6.91 (s, 1H), 6.77 (s, 1H), 6.38 (dd, J=8.1, 2.6 Hz, 1H), 6.22 (d, J=2.6 Hz... Starting materials: N1(C2C(CCC1)CNC2)C(=O)OC(C)(C)C (t-butyl octahydro-1H-pyrrolo[3,4-b]pyridine-1-carboxylate), CC1=CC=C(C=C1)S(=O)(=O)OC=1C2=C(N=CN1)C1=C(CCC2)C=CC=C1 (6,7-dihydro-5H-benzo[6,7]cyclohepta[1,2-d]pyrimidin-4-yl 4-methylbenzenesulfonate), CC1=CC=C(C=C1)S(=O)(=O)OC=1C2=C(N=C(N1)N)C1=C(CCC2)C=CC=C1 (2-amino-6,7-dihydro-5H-benzo[6,7]cyclohepta[1,2-d]pyrimidin-4-yl 4-methylbenzenesulfonate). Product: N1=CN=C(C2=C1C1=C(CCC2)C=CC=C1)N1CC(C1)N ([1-(6,7-Dihydro-5H-benzo[6,7]cyclohepta[1,2-d]pyrimidin-4-yl)-azetidin-3-yl]-amine). Reaction SMILES: [N:1]1([C:10](OC(C)(C)C)=O)[CH2:6][CH2:5][CH2:4][CH:3]2[CH2:7][NH:8][CH2:9][CH:2]12.CC1C=CC(S(OC2C3CCC[C:35]4[CH:39]=[CH:40][CH:41]=[CH:42][C:34]=4[C:30]=3[N:31]=[CH:32][N:33]=2)(=O)=O)=CC=1.CC1C=CC(S(OC2C3CCCC4C=CC=CC=4C=3N=C(N)N=2)(=O)=O)=CC=1>>[N:31]1[C:30]2[C:34]3[CH:42]=[CH:41][CH:40]=[CH:39][C:35]=3[CH2:7][CH2:3][CH2:4][C:5]=2[C:6]([N:1]2[CH2:2][CH:9]([NH2:8])[CH2:10]2)=[N:33][CH:32]=1. Reported procedure: The title compound was prepared using the procedure outlined in Example 59D substituting Example 2B for t-butyl octahydro-1H-pyrrolo[3,4-b]pyridine-1-carboxylate, and substituting the product from Example 118C for the product from Example 59C, followed by the procedure outlined in Example 59E. 1H NMR (CD3OD) δ 2.20-2.36 (m, 4H), 2.36-2.40 (m, 3H), 2.60 (t, 2H), 3.65-3.74 (m, 1H), 4.06 (dd, 2H), 4.47-4.55 (m, 2H), 7.26-7.34 (m, 1H), 7.36-7.43 (m, 2H), 7.62-7.67 (m, 1H), 8.41-8.44 (m, 1H). MS (M+H...